Task: describe an organic reaction: reactants, conditions, products, and yield. Dataset: the Open Reaction Database (ORD), a public repository of structured organic reaction records The reactants are CC(C)(C)OC(=O)COc1ccc(N2CCN(C(=O)OC3CCNCC3)CC2)cc1, Cl, O=C(O)C(F)(F)F. The product is Cl, O=C(O)COc1ccc(N2CCN(C(=O)OC3CCNCC3)CC2)cc1. Reaction SMILES: [C:2]([CH3:3])([CH3:4])([CH3:5])[O:6][C:7](=[O:8])[CH2:9][O:10][c:11]1[cH:12][cH:13][c:14]([N:17]2[CH2:18][CH2:19][N:20]([C:23](=[O:24])[O:25][CH:26]3[CH2:27][CH2:28][NH:29][CH2:30][CH2:31]3)[CH2:21][CH2:22]2)[cH:15][cH:16]1.[ClH:1].[OH:32][C:33]([C:34]([F:35])([F:36])[F:37])=[O:38]>>[ClH:1].[O:6]=[C:7]([OH:8])[CH2:9][O:10][c:11]1[cH:12][cH:13][c:14]([N:17]2[CH2:18][CH2:19][N:20]([C:23](=[O:24])[O:25][CH:26]3[CH2:27][CH2:28][NH:29][CH2:30][CH2:31]3)[CH2:21][CH2:22]2)[cH:15][cH:16]1. Reactants: Fc1ccc(CBr)cc1, CS(=O)(=O)c1ccc(-c2[nH]nc(O)c2-c2ccc(F)cc2)cc1, [K+], [K+], O=C([O-])[O-], CN(C)C=O, O. Product: CS(=O)(=O)c1ccc(-c2[nH]nc(OCc3ccc(F)cc3)c2-c2ccc(F)cc2)cc1. RXN SMILES: [Br:30][CH2:31][c:32]1[cH:33][cH:34][c:35]([F:38])[cH:36][cH:37]1.[F:1][c:2]1[cH:3][cH:4][c:5](-[c:8]2[c:9]([OH:23])[n:10][nH:11][c:12]2-[c:13]2[cH:14][cH:15][c:16]([S:19](=[O:20])(=[O:21])[CH3:22])[cH:17][cH:18]2)[cH:6][cH:7]1.[K+:24].[K+:25].[O-:26][C:27]([O-:28])=[O:29].[O:40]=[CH:41][N:42]([CH3:43])[CH3:44].[OH2:39]>>[F:1][c:2]1[cH:3][cH:4][c:5](-[c:8]2[c:9]([O:23][CH2:31][c:32]3[cH:33][cH:34][c:35]([F:38])[cH:36][cH:37]3)[n:10][nH:11][c:12]2-[c:13]2[cH:14][cH:15][c:16]([S:19](=[O:20])(=[O:21])[CH3:22])[cH:17][cH:18]2)[cH:6][cH:7]1. Reactants: C([C@H](O)[C@@H](O)C(=O)O)(=O)O (L-tartaric acid), C([C@H](O)[C@@H](O)C(=O)O)(=O)O (L-tartaric acid), C([C@H](O)[C@@H](O)C(=O)O)(=O)O (L-tartaric acid), ClC=1N=CSC1CN(C1CCNCC1)CC(C)C ([(4-chloro-thiazol-5-yl)methyl]-isobutyl-piperidin-4-yl-amine). Solvent: C(C)O (ethanol), C(C)O (ethanol). Reaction conditions: time 18 hour. Yields the product C(=O)(O)[C@H](O)[C@@H](O)C(=O)O.ClC=1N=CSC1CN(C1CCNCC1)CC(C)C ([(4-chloro-thiazol-5-yl)methyl]-isobutyl-piperidin-4-yl-amine L-tartrate). Isolated yield 94.1%. RXN SMILES: [C:1]([OH:10])(=[O:9])[C@@H:2]([C@H:4]([C:6]([OH:8])=[O:7])[OH:5])[OH:3].[Cl:11][C:12]1[N:13]=[CH:14][S:15][C:16]=1[CH2:17][N:18]([CH2:25][CH:26]([CH3:28])[CH3:27])[CH:19]1[CH2:24][CH2:23][NH:22][CH2:21][CH2:20]1>C(O)C>[C:6]([C@@H:4]([C@H:2]([C:1]([OH:10])=[O:9])[OH:3])[OH:5])([OH:8])=[O:7].[Cl:11][C:12]1[N:13]=[CH:14][S:15][C:16]=1[CH2:17][N:18]([CH2:25][CH:26]([CH3:28])[CH3:27])[CH:19]1[CH2:24][CH2:23][NH:22][CH2:21][CH2:20]1 |f:3.4|. Reported procedure: Add L-tartaric acid (8.08 g, 53.8 mmol) to absolute ethanol (300 mL) and heat until the L-tartaric acid goes into solution. Add this warm solution of L-tartaric acid to [(4-chloro-thiazol-5-yl)methyl]-isobutyl-piperidin-4-yl-amine (15.50 g, 53.9 mmol) in absolute ethanol (200 mL) at room temperature. Stir for 18 hours under nitrogen at room temperature. Cool the reaction to 0° C. and filter off the solid. Wash the solid with cold absolute ethanol and dry in a vacuum oven at 50° C. to yield 22.16... Product: O=Cc1coc2c3c(ccc2c1=O)CCCC3. The reactants are CC(=O)O, O=[Cr](=O)([O-])O[Cr](=O)(=O)[O-], [Na+], [Na+], O, O, O, O=c1c(CO)coc2c3c(ccc12)CCCC3. RXN SMILES: [CH3:32][C:33](=[O:34])[OH:35].[Cr:20]([O:21][Cr:22]([O-:23])(=[O:24])=[O:25])([O-:26])(=[O:27])=[O:28].[Na+:29].[Na+:30].[OH2:18].[OH2:19].[OH2:31].[OH:1][CH2:2][c:3]1[c:4](=[O:17])[c:5]2[c:6]([o:7][cH:8]1)[c:9]1[c:14]([cH:15][cH:16]2)[CH2:13][CH2:12][CH2:11][CH2:10]1>>[O:1]=[CH:2][c:3]1[c:4](=[O:17])[c:5]2[c:6]([o:7][cH:8]1)[c:9]1[c:14]([cH:15][cH:16]2)[CH2:13][CH2:12][CH2:11][CH2:10]1. The reactants are ClC1=C(C=CC=C1)CC=1NCCN1 (2-(2-chlorophenyl)methyl-imidazoline), C(C)(C)N(CC)C(C)C (diisopropylethylamine), ClC1=NC=CC=C1C(=O)Cl (2-chloro-3-pyridinylcarbonyl chloride). The solvent is ClCCl (dichloromethane), ClCCl (dichloromethane). Run at time 2 hour. The product is ClC1=C(C=CC=C1)CC=1N(CCN1)C(=O)C=1C(=NC=CC1)Cl (2-[(2-chlorophenyl)methyl]-1-[(2-chloro-3-pyridinyl) carbonyl]-4,5-dihydro-1H-imidazole). RXN SMILES: [Cl:1][C:2]1[C:7]([C:8](Cl)=[O:9])=[CH:6][CH:5]=[CH:4][N:3]=1.[Cl:11][C:12]1[CH:17]=[CH:16][CH:15]=[CH:14][C:13]=1[CH2:18][C:19]1[NH:20][CH2:21][CH2:22][N:23]=1.C(N(C(C)C)CC)(C)C>ClCCl>[Cl:11][C:12]1[CH:17]=[CH:16][CH:15]=[CH:14][C:13]=1[CH2:18][C:19]1[N:23]([C:8]([C:7]2[C:2]([Cl:1])=[N:3][CH:4]=[CH:5][CH:6]=2)=[O:9])[CH2:22][CH2:21][N:20]=1. Procedure: Dissolve 2-chloro-3-pyridinylcarbonyl chloride (4.69g) in dichloromethane (25 ml), and add the solution to a stirred, cooled (ice bath) solution of 2-(2-chlorophenyl)methyl-imidazoline (4.30g) and diisopropylethylamine (7.69 ml) and dichloromethane (25 ml). Allow the resulting solution to stir 2 hours, then wash it with water, 1 M sodium bicarbonate solution, and with water. Dry the dichloromethane solution, using sodium sulfate, then filter and evaporate the solvent. Crystallize the residue fro... The reactants are CN(CC1CCN(c2c([N+](=O)[O-])cnn2C)CC1)C(=O)OC(C)(C)C, CO. The product is CN(CC1CCN(c2c(N)cnn2C)CC1)C(=O)OC(C)(C)C. As a reaction SMILES: [CH3:1][N:2]([C:3]([O:4][C:5]([CH3:6])([CH3:7])[CH3:8])=[O:9])[CH2:10][CH:11]1[CH2:12][CH2:13][N:14]([c:17]2[c:18]([N+:23]([O-:24])=[O:25])[cH:19][n:20][n:21]2[CH3:22])[CH2:15][CH2:16]1.[CH3:26][OH:27]>>[CH3:1][N:2]([C:3]([O:4][C:5]([CH3:6])([CH3:7])[CH3:8])=[O:9])[CH2:10][CH:11]1[CH2:12][CH2:13][N:14]([c:17]2[c:18]([NH2:23])[cH:19][n:20][n:21]2[CH3:22])[CH2:15][CH2:16]1.